From a dataset of the Open Reaction Database (ORD), a public repository of structured organic reaction records. describe an organic reaction: reactants, conditions, products, and yield The reactants are crude material, ClC1=CC=CC(=C1NCCCNC)C (N′-(6-Chloro-2-methyl-phenyl)-N-methyl-propane-1,3-diamine), O1CCOCC1 (dioxane), O.C1(=CC=C(C=C1)S(=O)(=O)O)C (para-toluenesulfonic acid monohydrate), O.C1(=CC=C(C=C1)S(=O)(=O)O)C (para-toluenesulfonic acid monohydrate). Solvent: ClCCl (dichloromethane). Conditions: time 30 minute. Product: ClC1=CC=CC(=C1N1C(N(CCC1)C)=S)C (1-(6-Chloro-2-methyl-phenyl)-3-methyl-3,4,5,6-tetrahydro-pyrimidine-2(1H)-thione). Isolated yield 40.3%. Reaction SMILES: [Cl:1][C:2]1[C:7]([NH:8][CH2:9][CH2:10][CH2:11][NH:12][CH3:13])=C(C)[CH:5]=[CH:4][CH:3]=1.O.C1(C)C=C[C:19]([S:22](O)(=O)=O)=CC=1.O1[CH2:32][CH2:31]OCC1>ClCCl>[Cl:1][C:2]1[C:7]([N:8]2[CH2:9][CH2:10][CH2:11][N:12]([CH3:13])[C:19]2=[S:22])=[C:31]([CH3:32])[CH:5]=[CH:4][CH:3]=1 |f:1.2|. Reported procedure: To a solution of the diamine of Step A (4.16 g) in dioxane (110 mL) was added under nitrogen 1,1′-thiocarbonyl-di-1,2,4-triazole (7.12 g). After 30 minutes, para-toluenesulfonic acid monohydrate (15.1 g) was added and the reaction mixture was heated at reflux for 20 hours. More para-toluenesulfonic acid monohydrate (4.0 g) was added at this point, and after an additional 2.5 hours at reflux, the reaction was cooled and filtered. The filtrate was concentrated in vacuo to give an orange oil. The c... The reactants are COC(=O)C1NC(SC1)CC(NC(=O)OC(C)(C)C)C(=O)OCC1=CC=CC=C1 (2-(2-Benzyloxycarbonyl-2-tert-butoxycarbonylamino-ethyl)-thiazolidine-4-carboxylic acid methyl ester). The reagents and catalysts are CN(C)C=1C=CN=CC1 (DMAP). Solvent: N1=CC=CC=C1 (pyridine). Yields the product COC(=O)C1N2C(SC1)CC(C2=O)NC(=O)OC(C)(C)C (6-tert-Butoxycarbonylamino-5-oxo-hexahydro-pyrrolo[2,1-b]thiazole-3-carboxylic acid methyl ester). The yield is 47.9%. Reaction SMILES: [CH3:1][O:2][C:3]([CH:5]1[CH2:9][S:8][CH:7]([CH2:10][CH:11]([C:20]([O:22]CC2C=CC=CC=2)=O)[NH:12][C:13]([O:15][C:16]([CH3:19])([CH3:18])[CH3:17])=[O:14])[NH:6]1)=[O:4]>N1C=CC=CC=1.CN(C1C=CN=CC=1)C>[CH3:1][O:2][C:3]([CH:5]1[CH2:9][S:8][CH:7]2[CH2:10][CH:11]([NH:12][C:13]([O:15][C:16]([CH3:17])([CH3:18])[CH3:19])=[O:14])[C:20](=[O:22])[N:6]12)=[O:4]. Reported procedure: To a solution of 3 (1.4 g, 3.3 mmol) in 20 mL of pyridine was added 0.1 g DMAP and the mixture was refluxed overnight. After removal of the pyridine, the residue was partitioned between water and ethyl acetate. The organic phase was dried, concentrated and purified by column chromatography on silica gel to afford the pure product (0.5 g, 48%) 1H NMR (400 MHz, CDCl3) δ1.44 (s, 9 H), 2.01 (m, 1 H), 3.19 (m, 1H), 3.77 (d, 3 H), 4.12 (m, 1 H), 5.08-5.16 (m, 3 H). Starting materials: Nc1ccc(-c2nc3ccccc3s2)cc1, N, NS(=O)(=O)[O-]. Product: [NH4+], O=S(=O)([O-])Nc1ccc(-c2nc3ccccc3s2)cc1. As a reaction SMILES: [NH2:1][c:2]1[cH:3][cH:4][c:5](-[c:8]2[s:9][c:10]3[c:11]([n:12]2)[cH:13][cH:14][cH:15][cH:16]3)[cH:6][cH:7]1.[NH3:22].[S:17]([NH2:18])([O-:19])(=[O:20])=[O:21]>>[NH4+:18].[NH:1]([c:2]1[cH:3][cH:4][c:5](-[c:8]2[s:9][c:10]3[c:11]([n:12]2)[cH:13][cH:14][cH:15][cH:16]3)[cH:6][cH:7]1)[S:17](=[O:19])(=[O:20])[O-:21]. The reactants are C(=O)(OC(C)(C)C)NCCCCN (N-BOC-1,4-diaminobutane), C1(\C=C/C(=O)O1)=O (maleic anhydride). The solvent is C1(=CC=CC=C1)C (toluene). The product is C(C)(C)(C)OC(NCCCCN1C(C=CC1=O)=O)=O ((4-Maleimidyl-butyl)-carbamic acid tert-butyl ester). Reaction SMILES: [C:1]([NH:8][CH2:9][CH2:10][CH2:11][CH2:12][NH2:13])([O:3][C:4]([CH3:7])([CH3:6])[CH3:5])=[O:2].[C:14]1(=O)[O:19][C:17](=[O:18])[CH:16]=[CH:15]1>C1(C)C=CC=CC=1>[C:4]([O:3][C:1](=[O:2])[NH:8][CH2:9][CH2:10][CH2:11][CH2:12][N:13]1[C:17](=[O:18])[CH:16]=[CH:15][C:14]1=[O:19])([CH3:5])([CH3:6])[CH3:7]. Procedure details: To a solution of N-BOC-1,4-diaminobutane (8.324 g, 0.044 mol) in dry toluene (50 ml) was added maleic anhydride (4.336 g, 0.044 mol) and the solution heated at reflux under Dean-Stark conditions for two days. The solvent was removed and the residue purified by silica column chromatography eluting with 25-40% ethyl acetate in hexane to give the title compound, 1.461 g, 12%, as a white solid. Starting materials: [N+](=O)([O-])C1=C(C(=O)O)C=CC(=C1)[N+](=O)[O-] (2,4-dinitrobenzoic acid), CC1=C(C=CC(=C1)C)N1CCNCC1 (1-(2,4-dimethylphenyl)piperazine). Product: NC1=C(C=CC(=C1)N)C(=O)N1CCN(CC1)C1=C(C=C(C=C1)C)C ((2,4-diaminophenyl)[4-(2,4-dimethylphenyl)piperazin-1-yl]methanone). The yield is 95.0%. RXN SMILES: [N+:1]([C:4]1[CH:12]=[C:11]([N+:13]([O-])=O)[CH:10]=[CH:9][C:5]=1[C:6]([OH:8])=O)([O-])=O.[CH3:16][C:17]1[CH:22]=[C:21]([CH3:23])[CH:20]=[CH:19][C:18]=1[N:24]1[CH2:29][CH2:28][NH:27][CH2:26][CH2:25]1>>[NH2:1][C:4]1[CH:12]=[C:11]([NH2:13])[CH:10]=[CH:9][C:5]=1[C:6]([N:27]1[CH2:28][CH2:29][N:24]([C:18]2[CH:19]=[CH:20][C:21]([CH3:23])=[CH:22][C:17]=2[CH3:16])[CH2:25][CH2:26]1)=[O:8]. Procedure details: Using 2,4-dinitrobenzoic acid (585 mg) and 1-(2,4-dimethylphenyl)piperazine (523 mg) and by the reaction and treatment in the same manner as in Preparation Example 148, the title compound (847 mg) was obtained. The reactants are COc1ccc2ncc3c(c2c1)C(OC(C)=O)CCC3, CO, [OH-]. Yields the product COc1ccc2ncc3c(c2c1)C(O)CCC3. As a reaction SMILES: [C:1](=[O:2])([CH3:3])[O:4][CH:5]1[CH2:6][CH2:7][CH2:8][c:9]2[cH:10][n:11][c:12]3[cH:13][cH:14][c:15]([O:19][CH3:20])[cH:16][c:17]3[c:18]21.[CH3:22][OH:23].[OH-:21]>>[OH:4][CH:5]1[CH2:6][CH2:7][CH2:8][c:9]2[cH:10][n:11][c:12]3[cH:13][cH:14][c:15]([O:19][CH3:20])[cH:16][c:17]3[c:18]21. Starting materials: C(C1=CC=CC=C1)N(S(=O)(=O)C1=NN(C=C1)C)C=1C=C2CCNC(C2=CC1)=O (1-methyl-1H-pyrazole-3-sulfonic acid benzyl-(1-oxo-1,2,3,4-tetrahydro-isoquinolin-6-yl)-amide), [H-].[Na+] (sodium hydride), ICC (iodoethane). The solvent is C1CCOC1 (THF). Conditions: temperature 110 celsius. Yields the product C(C1=CC=CC=C1)N(S(=O)(=O)C1=NN(C=C1)C)C=1C=C2CCN(C(C2=CC1)=O)CC (1-Methyl-1H-pyrazole-3-sulfonic acid benzyl (2-ethyl-1-oxo-1,2,3,4-tetrahydro-isoquinolin-6-yl)-amide). Yield: 42.8%. As a reaction SMILES: [CH2:1]([N:8]([C:18]1[CH:19]=[C:20]2[C:25](=[CH:26][CH:27]=1)[C:24](=[O:28])[NH:23][CH2:22][CH2:21]2)[S:9]([C:12]1[CH:16]=[CH:15][N:14]([CH3:17])[N:13]=1)(=[O:11])=[O:10])[C:2]1[CH:7]=[CH:6][CH:5]=[CH:4][CH:3]=1.[H-].[Na+].I[CH2:32][CH3:33]>C1COCC1>[CH2:1]([N:8]([C:18]1[CH:19]=[C:20]2[C:25](=[CH:26][CH:27]=1)[C:24](=[O:28])[N:23]([CH2:32][CH3:33])[CH2:22][CH2:21]2)[S:9]([C:12]1[CH:16]=[CH:15][N:14]([CH3:17])[N:13]=1)(=[O:11])=[O:10])[C:2]1[CH:7]=[CH:6][CH:5]=[CH:4][CH:3]=1 |f:1.2|. Procedure: To a suspension of 1-methyl-1H-pyrazole-3-sulfonic acid benzyl-(1-oxo-1,2,3,4-tetrahydro-isoquinolin-6-yl)-amide (9 mg, 0.022 mmol) and sodium hydride (2 mg of a 60% dispersion in mineral oil, 0.045 mmol) in anhydrous THF (0.5 ml) was added iodoethane (2 μl, 0.045 mmol) and the reaction heated to 110° C. in a microwave for 0.5 hrs. The solvent was evaporated in vacuo and the resulting residue purified by preparative HPLC (Method B) to yield the title compound as a colourless solid (4 mg, 24%). H...